From a dataset of the Open Reaction Database (ORD), a public repository of structured organic reaction records. describe an organic reaction: reactants, conditions, products, and yield Reactants: CCCCCc1nc2cc(CCC(C)(COP(=O)(O)O)NC(=O)OC(C)(C)C)ccc2o1, CCOCC, Cl, [NH4+]. The product is CCCCCc1nc2cc(CCC(C)(N)COP(=O)(O)O)ccc2o1. Reaction SMILES: [C:2]([O:3][C:4](=[O:5])[NH:8][C:9]([CH2:10][CH2:11][c:12]1[cH:13][cH:14][c:15]2[c:16]([n:17][c:18]([CH2:20][CH2:21][CH2:22][CH2:23][CH3:24])[o:19]2)[cH:25]1)([CH2:26][O:27][P:28](=[O:29])([OH:30])[OH:31])[CH3:32])([CH3:6])([CH3:7])[CH3:33].[CH3:35][CH2:36][O:37][CH2:38][CH3:39].[ClH:34].[NH4+:1]>>[NH2:8][C:9]([CH2:10][CH2:11][c:12]1[cH:13][cH:14][c:15]2[c:16]([n:17][c:18]([CH2:20][CH2:21][CH2:22][CH2:23][CH3:24])[o:19]2)[cH:25]1)([CH2:26][O:27][P:28](=[O:29])([OH:30])[OH:31])[CH3:32]. Reactants: CCC(=O)c1ccccc1, CC(C)(C)[O-], Clc1ccccc1, [Na+], CC(=O)[O-], CC(=O)[O-], C1CCOC1, O, [Pd+2]. Yields the product CC(C(=O)c1ccccc1)c1ccccc1. As a reaction SMILES: [CH3:19][CH2:20][C:21](=[O:22])[c:23]1[cH:24][cH:25][cH:26][cH:27][cH:28]1.[CH3:1][C:2]([CH3:3])([O-:4])[CH3:5].[Cl:12][c:13]1[cH:14][cH:15][cH:16][cH:17][cH:18]1.[Na+:6].[O-:30][C:31]([CH3:32])=[O:33].[O-:34][C:35]([CH3:36])=[O:37].[O:7]1[CH2:8][CH2:9][CH2:10][CH2:11]1.[OH2:38].[Pd+2:29]>>[c:13]1([CH:20]([CH3:19])[C:21](=[O:22])[c:23]2[cH:24][cH:25][cH:26][cH:27][cH:28]2)[cH:14][cH:15][cH:16][cH:17][cH:18]1. Starting materials: C(C)(=O)OC[C@H]1CC[C@@]2(C\C(\CC[C@]12C)=C/CC1OCCO1)O ((1S,3aS,7aR)-1-acetoxymethyl-5-((Z)-2-(1,3-dioxolan-2-yl)ethyliden]-7a-methylperhydroinden-3a-ol), C(=O)(O)[O-].[Na+] (NaHCO3). Solvent: CC=1C=CC(=CC1)S(=O)(=O)O (PTSA), C(C)#N.O (acetonitrile water). Run at temperature 0 celsius, time 1 hour. The product is C(C)(=O)OC[C@H]1CC[C@@]2(C\C(\CC[C@]12C)=C/CCO)O ((1S,3aS,7aR)-1-acetoxymethyl-5-[(Z)-3-hydroxypropyliden]-7a-methylperhydroinden-3a-ol). Yield: 72.1%. Reaction SMILES: [C:1]([O:4][CH2:5][C@@H:6]1[C@:14]2([CH3:15])[C@@:9]([OH:23])([CH2:10]/[C:11](=[CH:16]\[CH2:17][CH:18]3OCC[O:19]3)/[CH2:12][CH2:13]2)[CH2:8][CH2:7]1)(=[O:3])[CH3:2].C([O-])(O)=O.[Na+]>CC1C=CC(S(O)(=O)=O)=CC=1.C(#N)C.O>[C:1]([O:4][CH2:5][C@@H:6]1[C@:14]2([CH3:15])[C@@:9]([OH:23])([CH2:10]/[C:11](=[CH:16]\[CH2:17][CH2:18][OH:19])/[CH2:12][CH2:13]2)[CH2:8][CH2:7]1)(=[O:3])[CH3:2] |f:1.2,4.5|. Reported procedure: A solution of 1.80 g of (1S,3aS,7aR)-1-acetoxymethyl-5-((Z)-2-(1,3-dioxolan-2-yl)ethyliden]-7a-methylperhydroinden-3a-ol in 20 ml of 1N PTSA in acetonitrile/water 85:15 was kept at room temperature for 8 hrs. The mixture was then neutralised with 5% aqueous NaHCO3, concentrated under reduced pressure and extracted with ethyl acetate. The organic layer was dried over sodium sulfate and evaporated to dryness under reduced pressure. The residue was dissolved in 5 ml of methanol and the solution coo... Starting materials: N#CC1(NC(=O)C2CC(S(=O)(=O)c3ccc(F)cc3C(F)(F)F)CC2C(=O)N2CC(F)(F)C2)CC1, CC(C)(C)N1CCNCC1. Yields the product CC(C)(C)N1CCN(c2ccc(S(=O)(=O)C3CC(C(=O)NC4(C#N)CC4)C(C(=O)N4CC(F)(F)C4)C3)c(C(F)(F)F)c2)CC1. As a reaction SMILES: [C:1](#[N:2])[C:3]1([NH:6][C:7](=[O:8])[CH:9]2[CH:10]([C:28](=[O:29])[N:30]3[CH2:31][C:32]([F:34])([F:35])[CH2:33]3)[CH2:11][CH:12]([S:14](=[O:15])(=[O:16])[c:17]3[c:18]([C:24]([F:25])([F:26])[F:27])[cH:19][c:20]([F:23])[cH:21][cH:22]3)[CH2:13]2)[CH2:4][CH2:5]1.[C:36]([CH3:37])([CH3:38])([CH3:39])[N:40]1[CH2:41][CH2:42][NH:43][CH2:44][CH2:45]1>>[C:1](#[N:2])[C:3]1([NH:6][C:7](=[O:8])[CH:9]2[CH:10]([C:28](=[O:29])[N:30]3[CH2:31][C:32]([F:34])([F:35])[CH2:33]3)[CH2:11][CH:12]([S:14](=[O:15])(=[O:16])[c:17]3[c:18]([C:24]([F:25])([F:26])[F:27])[cH:19][c:20]([N:43]4[CH2:42][CH2:41][N:40]([C:36]([CH3:37])([CH3:38])[CH3:39])[CH2:45][CH2:44]4)[cH:21][cH:22]3)[CH2:13]2)[CH2:4][CH2:5]1. Starting materials: C(=O)(OC)C=1C=C(C=CC1)CC1COC2=CC=C(C=C2C1=O)O (3-(3-Carbomethoxyphenyl)methyl-6-hydroxy-4-chromanone), [BH4-].[Na+] (NaBH4), [NH4+].[Cl-] (NH4Cl). Solvent: CO (MeOH), C1CCOC1 (THF). Run at time 0.5 hour. Product: C(=O)(OC)C=1C=C(C=CC1)CC1COC2=CC=C(C=C2C1O)O (3-(3-Carbomethoxyphenyl)methyl-4,6-dihydroxy-chroman). As a reaction SMILES: [C:1]([C:5]1[CH:6]=[C:7]([CH2:11][CH:12]2[C:21](=[O:22])[C:20]3[C:15](=[CH:16][CH:17]=[C:18]([OH:23])[CH:19]=3)[O:14][CH2:13]2)[CH:8]=[CH:9][CH:10]=1)([O:3][CH3:4])=[O:2].[BH4-].[Na+].[NH4+].[Cl-]>CO.C1COCC1>[C:1]([C:5]1[CH:6]=[C:7]([CH2:11][CH:12]2[CH:21]([OH:22])[C:20]3[C:15](=[CH:16][CH:17]=[C:18]([OH:23])[CH:19]=3)[O:14][CH2:13]2)[CH:8]=[CH:9][CH:10]=1)([O:3][CH3:4])=[O:2] |f:1.2,3.4|. Reported procedure: To a solution of the product of Step 3 (700 mg, 2.4 mmol) in 5 ml MeOH and 1 ml THF at r.t. was added NaBH4 (80 mg, 2.4 mmol). The solution was stirred at r.t. for 0.5 hr. The mixture was poured into cold NH4Cl solution, extracted with HOAc, and chromatographed on silica gel (eluted with 40% EtOAc/hexane) to give 441 mg (58%) of the cis isomer and 279 mg (37%) of the trans isomer of the title compound. The reactants are O=C([O-])[O-], CO, COC(=O)Nc1cccc(C)c1CCl, CC(C)OC(C)C, [K+], [K+], Nc1cccnc1N. Product: COC(=O)Nc1cccc(C)c1CNc1cccnc1N. Reaction SMILES: [C:23](=[O:24])([O-:25])[O-:26].[CH3:36][OH:37].[CH3:9][c:10]1[c:11]([CH2:12][Cl:13])[c:14]([NH:18][C:19](=[O:20])[O:21][CH3:22])[cH:15][cH:16][cH:17]1.[CH:29]([O:30][CH:31]([CH3:32])[CH3:33])([CH3:34])[CH3:35].[K+:27].[K+:28].[NH2:1][c:2]1[n:3][cH:4][cH:5][cH:6][c:7]1[NH2:8]>>[NH2:1][c:2]1[n:3][cH:4][cH:5][cH:6][c:7]1[NH:8][CH2:12][c:11]1[c:10]([CH3:9])[cH:17][cH:16][cH:15][c:14]1[NH:18][C:19](=[O:20])[O:21][CH3:22]. Reactants: COC(C(=O)O)C1=NC=CC=C1 (2-methoxy-2-(2-pyridyl)acetic acid), S(=O)(Cl)Cl (thionyl chloride), Cl.COC(C(=O)Cl)C1=NC=CC=C1 (2-Methoxy-2-(2-pyridyl)acetyl chloride hydrochloride), CNC (dimethylamine), [OH-].[Na+] (sodium hydroxide). Solvent: C1=CC=CC=C1 (benzene), C(Cl)(Cl)Cl (chloroform), C(Cl)(Cl)Cl (chloroform). Reaction conditions: time 4 hour. Yields the product COC(C(=O)N(C)C)C1=NC=CC=C1 (2-methoxy-N,N-dimethyl-2-(2-pyridyl)acetamide). Reaction SMILES: Cl.[CH3:2][O:3][CH:4]([C:8]1[CH:13]=[CH:12][CH:11]=[CH:10][N:9]=1)[C:5](Cl)=[O:6].COC([C:20]1C=CC=[CH:22][N:21]=1)C(O)=O.S(Cl)(Cl)=O.CNC.[OH-].[Na+]>C1C=CC=CC=1.C(Cl)(Cl)Cl>[CH3:2][O:3][CH:4]([C:8]1[CH:13]=[CH:12][CH:11]=[CH:10][N:9]=1)[C:5]([N:21]([CH3:22])[CH3:20])=[O:6] |f:0.1,5.6|. Reported procedure: Alternatively, 2-methoxy-N,N-dimethyl-2-(2-pyridyl)acetamide is prepared by the following procedure. 2-Methoxy-2-(2-pyridyl)acetyl chloride hydrochloride, 22 g. [prepared by reacting 2-methoxy-2-(2-pyridyl)acetic acid in benzene with thionyl chloride] in 100 ml. of chloroform is added dropwise and with cooling to 50 g. of dimethylamine in 100 ml. of chloroform. The mixture is stirred for four hours, then 50 ml. of 5% aqueous sodium hydroxide is added and the chloroform solution is dried and conc...